This data is from the Open Reaction Database (ORD), a public repository of structured organic reaction records. The task is: describe an organic reaction: reactants, conditions, products, and yield Starting materials: FC1=CC2=C(C(=NO2)C2CCNCC2)C=C1 (6-fluoro-3-(4-piperidinyl)-1,2-benzisoxazole), C(=O)([O-])[O-].[K+].[K+] (K2CO3), ClCCCOC1=CC=CC=C1 (3-chloropropoxybenzene), C(C)#N (acetonitrile). Run in O (water). Yields the product FC1=CC2=C(C(=NO2)C2CCN(CC2)CCCOC2=CC=CC=C2)C=C1 (6-fluoro-3-[1-(3-phenoxypropyl)-4-piperidinyl]-1,2-benzisoxazole). Yield: 47.0%. RXN SMILES: [F:1][C:2]1[CH:16]=[CH:15][C:5]2[C:6]([CH:9]3[CH2:14][CH2:13][NH:12][CH2:11][CH2:10]3)=[N:7][O:8][C:4]=2[CH:3]=1.C([O-])([O-])=O.[K+].[K+].Cl[CH2:24][CH2:25][CH2:26][O:27][C:28]1[CH:33]=[CH:32][CH:31]=[CH:30][CH:29]=1.C(#N)C>O>[F:1][C:2]1[CH:16]=[CH:15][C:5]2[C:6]([CH:9]3[CH2:10][CH2:11][N:12]([CH2:24][CH2:25][CH2:26][O:27][C:28]4[CH:33]=[CH:32][CH:31]=[CH:30][CH:29]=4)[CH2:13][CH2:14]3)=[N:7][O:8][C:4]=2[CH:3]=1 |f:1.2.3|. Procedure details: A mixture of 6-fluoro-3-(4-piperidinyl)-1,2-benzisoxazole (4.0 g, 18.2 mmol), K2CO3 (3.0 g, 21.8 mmol), KI (100 mg), 3-chloropropoxybenzene (3.4 g, 20.0 mmol), and acetonitrile was stirred at reflux under nitrogen for 30 hours. The reaction was poured into water and the aqueous mixture was extracted with ethyl acetate. The ethyl acetate extract was washed with brine, dried with MgSO4 and concentrated to afford 6.2 g of a damp, beige solid. The compound was recrystallized twice from ethanol to yi... Starting materials: CC(C)(C)c1ccc(Oc2cccc(C=O)c2)cc1, NC1CCCc2ccccc21. Yields the product CC(C)(C)c1ccc(Oc2cccc(CNC3CCCc4ccccc43)c2)cc1. Reaction SMILES: [C:1]([CH3:2])([CH3:3])([CH3:4])[c:5]1[cH:6][cH:7][c:8]([O:9][c:10]2[cH:11][c:12]([CH:13]=[O:14])[cH:15][cH:16][cH:17]2)[cH:18][cH:19]1.[CH:20]1([NH2:30])[CH2:21][CH2:22][CH2:23][c:24]2[cH:25][cH:26][cH:27][cH:28][c:29]21>>[C:1]([CH3:2])([CH3:3])([CH3:4])[c:5]1[cH:6][cH:7][c:8]([O:9][c:10]2[cH:11][c:12]([CH2:13][NH:30][CH:20]3[CH2:21][CH2:22][CH2:23][c:24]4[cH:25][cH:26][cH:27][cH:28][c:29]43)[cH:15][cH:16][cH:17]2)[cH:18][cH:19]1. Run at temperature 17.5 celsius, time 12 hour. Reaction SMILES: [Cl-].[Al+3].[Cl-].[Cl-].[C:5]([O:8][C:9]1[CH:10]=[C:11]([C:18](Cl)=[O:19])[CH:12]=[C:13]([CH:17]=1)[C:14](Cl)=[O:15])(=[O:7])[CH3:6].Cl.C(Cl)Cl.F[C:26]1[CH:31]=[CH:30][CH:29]=[CH:28][CH:27]=1>>[C:5]([O:8][C:9]1[CH:10]=[C:11]([C:18](=[O:19])[C:26]2[CH:31]=[CH:30][CH:29]=[CH:28][CH:27]=2)[CH:12]=[C:13]([C:14](=[O:15])[C:9]2[CH:10]=[CH:11][CH:12]=[CH:13][CH:17]=2)[CH:17]=1)(=[O:7])[CH3:6] |f:0.1.2.3|. Reported procedure: Into a 250 mL three-necked, round-bottomed flask equipped with a magnetic stirrer, a nitrogen inlet, and a dropping funnel, aluminum chloride (10.85 g, 81.4 mmol) and fluorobenzene (80 mL) were introduced. The flask was then placed in an ice-water bath with its temperature maintained between 15-20° C. The solution of 5-acetyloxyisophthaloyl dichloride (8.5 g, 32.5 mmol) in fluorobenzene (20 mL) was then added dropwise for 20 min. The reaction mixture was then allowed to warm up to room temperatu... The reactants are C(C)(=O)OC=1C=C(C=C(C(=O)Cl)C1)C(=O)Cl (5-acetyloxyisophthaloyl dichloride), FC1=CC=CC=C1 (fluorobenzene), Cl (hydrochloric acid), C(Cl)Cl (Methylene chloride), [Cl-].[Al+3].[Cl-].[Cl-] (aluminum chloride), FC1=CC=CC=C1 (fluorobenzene), ice water. The product is C(C)(=O)OC1=CC(=CC(=C1)C(C1=CC=CC=C1)=O)C(C1=CC=CC=C1)=O (1-acetoxy-3,5-bis(benzoyl)benzene). As a reaction SMILES: [C:1](#[N:2])[c:3]1[c:4]([NH:10][C:11]([C:12](=[O:13])[O:14][CH2:15][CH3:16])=[O:17])[s:5][c:6]([CH3:9])[c:7]1[CH3:8].[Na+:19].[OH-:18].[OH2:20]>>[C:1](#[N:2])[c:3]1[c:4]([NH:10][C:11]([C:12](=[O:13])[O-:14])=[O:17])[s:5][c:6]([CH3:9])[c:7]1[CH3:8].[Na+:19]. The product is Cc1sc(NC(=O)C(=O)[O-])c(C#N)c1C, [Na+]. Starting materials: CCOC(=O)C(=O)Nc1sc(C)c(C)c1C#N, [Na+], [OH-], O. The reactants are N1(CCCC1)CC#CCN1C(CCC1)=O (1-(4-pyrrolidino-2-butynyl)-2-pyrrolidinone). Reagents/catalysts: [Pt]=O (platinum oxide). Solvent: C(C)O (ethanol). The product is N1(CCCC1)CCCCN1C(CCC1)=O (N-[4-(1-pyrrolidinyl)-butyl]-2-pyrrolidinone), oil. As a reaction SMILES: [N:1]1([CH2:6][C:7]#[C:8][CH2:9][N:10]2[CH2:14][CH2:13][CH2:12][C:11]2=[O:15])[CH2:5][CH2:4][CH2:3][CH2:2]1>[Pt]=O.C(O)C>[N:1]1([CH2:6][CH2:7][CH2:8][CH2:9][N:10]2[CH2:14][CH2:13][CH2:12][C:11]2=[O:15])[CH2:2][CH2:3][CH2:4][CH2:5]1. Procedure: A solution containing 21.0 g. (0.10 mole) of 1-(4-pyrrolidino-2-butynyl)-2-pyrrolidinone dissolved in 205 ml. of absolute ethanol was hydrogenated in a bottle-type hydrogenator over 0.6 g. of platinum oxide catalyst. When the theoretical quantity of hydrogen was absorbed, the catalyst was removed by filtration and the filtrate was removed under reduced pressure. Upon distllation, the product, N-[4-(1-pyrrolidinyl)-butyl]-2-pyrrolidinone, was obtained as a clear oil boiling at 118° C. at 0.05 mm.... The reactants are COCCCN1C=CC2=CC=CC(=C12)C(=O)N1C[C@H]([C@@H](C1)C1CC1)CN1CCC(CC1)C1=CC=C(C=C1)F (1-(N-(3-methoxypropyl)-7-indolecarbonyl)-3-(R)-(4-(4-fluorophenyl)piperidinylmethyl)-4-(S)-(cyclopropyl)pyrrolidine), C1(C=2C(C(N1)=O)=CC=CC2)=O (phthalimide), C1(=CC=CC=C1)P(C1=CC=CC=C1)C1=CC=CC=C1 (triphenylphosphine), CCOC(=O)/N=N/C(=O)OCC (diethylazodicarboxylate). The solvent is C1CCOC1 (THF). Conditions: time 12 hour. Yields the product NCCCN1C=CC2=CC=CC(=C12)C(=O)N1C[C@H]([C@@H](C1)C1CC1)CN1CCC(CC1)C1=CC=C(C=C1)F (1-(N-(3-Aminopropyl)-7-indolecarbonyl)-3-(R)-(4-(4-fluorophenyl)piperidinylmethyl)-4-(S)-(cyclopropyl)pyrrolidine). Isolated yield 54.2%. RXN SMILES: CO[CH2:3][CH2:4][CH2:5][N:6]1[C:14]2[C:9](=[CH:10][CH:11]=[CH:12][C:13]=2[C:15]([N:17]2[CH2:21][C@@H:20]([CH:22]3[CH2:24][CH2:23]3)[C@H:19]([CH2:25][N:26]3[CH2:31][CH2:30][CH:29]([C:32]4[CH:37]=[CH:36][C:35]([F:38])=[CH:34][CH:33]=4)[CH2:28][CH2:27]3)[CH2:18]2)=[O:16])[CH:8]=[CH:7]1.C1(=O)[NH:43]C(=O)C2=CC=CC=C12.C1(P(C2C=CC=CC=2)C2C=CC=CC=2)C=CC=CC=1.CCOC(/N=N/C(OCC)=O)=O>C1COCC1>[NH2:43][CH2:3][CH2:4][CH2:5][N:6]1[C:14]2[C:9](=[CH:10][CH:11]=[CH:12][C:13]=2[C:15]([N:17]2[CH2:21][C@@H:20]([CH:22]3[CH2:24][CH2:23]3)[C@H:19]([CH2:25][N:26]3[CH2:27][CH2:28][CH:29]([C:32]4[CH:37]=[CH:36][C:35]([F:38])=[CH:34][CH:33]=4)[CH2:30][CH2:31]3)[CH2:18]2)=[O:16])[CH:8]=[CH:7]1. Reported procedure: A mixture of 1 g (4 mmol) of 7-carboethoxy-N-(3-hydroxypropyl)indole (Example 20, Step 1), 1.23 g (8.4 mmol) of phthalimide, 2.12 g (8 mmol) of triphenylphosphine and 1.28 g (8 mmol) of diethylazodicarboxylate in 15 mL of THF was stirred for 12 h at rt. The reaction mixture was concentrated and partitioned between ether and water that had been made basic. The combined organic fractions were dried over MgSO4, filtered andthe filtrate was concentrated. The residue was purified by chromatography (s...